Dataset: the Open Reaction Database (ORD), a public repository of structured organic reaction records. Task: describe an organic reaction: reactants, conditions, products, and yield Reactants: COc1cc(OC)cc(OC(C(=O)O)C2(c3ccccc3)NCCc3ccccc32)c1, COc1cc(CC(=O)Cl)cc(OC)c1. Yields the product COc1cc(CC(=O)N2CCc3ccccc3C2(c2ccccc2)C(Oc2cc(OC)cc(OC)c2)C(=O)O)cc(OC)c1. Reaction SMILES: [CH3:1][O:2][c:3]1[cH:4][c:5]([O:6][CH:7]([C:8](=[O:9])[OH:10])[C:11]2([c:21]3[cH:22][cH:23][cH:24][cH:25][cH:26]3)[NH:12][CH2:13][CH2:14][c:15]3[cH:16][cH:17][cH:18][cH:19][c:20]32)[cH:27][c:28]([O:30][CH3:31])[cH:29]1.[CH3:32][O:33][c:34]1[cH:35][c:36]([CH2:42][C:43](=[O:44])[Cl:45])[cH:37][c:38]([O:40][CH3:41])[cH:39]1>>[CH3:1][O:2][c:3]1[cH:4][c:5]([O:6][CH:7]([C:8](=[O:9])[OH:10])[C:11]2([c:21]3[cH:22][cH:23][cH:24][cH:25][cH:26]3)[N:12]([C:43]([CH2:42][c:36]3[cH:35][c:34]([O:33][CH3:32])[cH:39][c:38]([O:40][CH3:41])[cH:37]3)=[O:44])[CH2:13][CH2:14][c:15]3[cH:16][cH:17][cH:18][cH:19][c:20]32)[cH:27][c:28]([O:30][CH3:31])[cH:29]1. The reactants are BrC=1C=C(C=CC1)C1(CCCC1)C(=O)O (1-(3-bromo-phenyl)-cyclopentanecarboxylic acid), Cl (HCl), C(CCC)[Li] (n-butyl lithium), B(OCCCC)(OCCCC)OCCCC (tributyl borate). The solvent is C1CCOC1 (THF), O (water), C1CCOC1 (THF). Reaction conditions: time 45 minute. The product is C(=O)(O)C1(CCCC1)C=1C=C(C=CC1)B(O)O (3-(1-carboxy-cyclopentyl)-phenylboronic acid). Reaction SMILES: C([Li])CCC.Br[C:7]1[CH:8]=[C:9]([C:13]2([C:18]([OH:20])=[O:19])[CH2:17][CH2:16][CH2:15][CH2:14]2)[CH:10]=[CH:11][CH:12]=1.[B:21](OCCCC)([O:27]CCCC)[O:22]CCCC.Cl>C1COCC1.O>[C:18]([C:13]1([C:9]2[CH:8]=[C:7]([B:21]([OH:27])[OH:22])[CH:12]=[CH:11][CH:10]=2)[CH2:17][CH2:16][CH2:15][CH2:14]1)([OH:20])=[O:19]. Procedure: A solution of n-butyl lithium (2.5 M in hexanes, 5 mL, 12.48 mmol) in THF (30 mL) is chilled to −78° C., and a solution of 1-(3-bromo-phenyl)-cyclopentanecarboxylic acid [1.05 g, 3.9 mmol] in THF (10 mL) is added dropwise via syringe. The solution is stirred at temperature for 45 minutes and treated with tributyl borate (3.2 mL, 11.7 mmol). The reaction mixture is allowed to stir for 2.5 hours and then diluted with water (60 mL), acidified with 3M HCl and extracted twice with EtOAc (50 mL). The ... Reactants: COC([C@@H](NC(CCCCCl)=O)C(C)C)=O (N-(5-chloropentanoyl)valine methyl ester), [H-].[Na+] (NaH), CN(C)C=O (DMF). The solvent is C1CCOC1 (THF). Run at time 1.5 hour. Yields the product N1(C(CCCC1)=O)[C@H](C(=O)OC)C(C)C (Methyl 2(S)-(piperidin-2-on-1-yl)-3-methylbutanoate). Isolated yield 100.5%. RXN SMILES: [CH3:1][O:2][C:3](=[O:16])[C@H:4]([CH:13]([CH3:15])[CH3:14])[NH:5][C:6](=[O:12])[CH2:7][CH2:8][CH2:9][CH2:10]Cl.[H-].[Na+].CN(C=O)C>C1COCC1>[N:5]1([C@@H:4]([CH:13]([CH3:15])[CH3:14])[C:3]([O:2][CH3:1])=[O:16])[CH2:10][CH2:9][CH2:8][CH2:7][C:6]1=[O:12] |f:1.2|. Reported procedure: A solution of 105 mg (0.42 mmol) of the product of Step A in 10 mL of dry THF was treated with 17 mg (0.43 mmol) of 60% NaH in oil dispersion at 0° C. for 1 h. TLC analysis indicated starting material was present and 2 mL of DMF was added. After 1.5 h. at 0° C., the solvent was evaporated and the mixture was worked up in the standard to give 90 mg of product. Procedure details: The title compound (0.004 g) was prepared from 3-(4-chloro-phenyl)-4,5,7,8-tetrahydro-1H-1,2,6-triaza-azulene-6-carboxylic acid tert-butyl ester (Example 59, Step C, 0.1 g) using 3-methylbenzyl chloride (0.6 mL) in place of benzyl chloride. MS (ESI): exact mass calculated for C21H22ClN3, 351.15. found, m/z 352.2 [M+H]+. 1H NMR (500 MHz, CD3OD): 7.31-7.26 (m, 2H), 7.26-7.21 (m, 2H), 6.99 (t, J=7.5 Hz, 1H), 6.88 (d, J=7.1 Hz, 1H), 6.76 (s, 1H), 6.67 (d, J=7.1 Hz, 1H), 5.13 (s, 2H), 2.79-2.73 (m, 4... The product is ClC1=CC=C(C=C1)C1=NN(C=2CCNCCC12)CC1=CC(=CC=C1)C (3-(4-Chloro-phenyl)-1-(3-methyl-benzyl)-1,4,5,6,7,8-hexahydro-1,2,6-triaza-azulene). Starting materials: C(C)(C)(C)OC(=O)N1CCC=2C(=NNC2CC1)C1=CC=C(C=C1)Cl (3-(4-chloro-phenyl)-4,5,7,8-tetrahydro-1H-1,2,6-triaza-azulene-6-carboxylic acid tert-butyl ester), CC=1C=C(CCl)C=CC1 (3-methylbenzyl chloride). Reaction SMILES: C(OC([N:8]1[CH2:17][CH2:16][C:15]2[NH:14][N:13]=[C:12]([C:18]3[CH:23]=[CH:22][C:21]([Cl:24])=[CH:20][CH:19]=3)[C:11]=2[CH2:10][CH2:9]1)=O)(C)(C)C.[CH3:25][C:26]1[CH:27]=[C:28]([CH:31]=[CH:32][CH:33]=1)[CH2:29]Cl>>[Cl:24][C:21]1[CH:20]=[CH:19][C:18]([C:12]2[C:11]3[CH2:10][CH2:9][NH:8][CH2:17][CH2:16][C:15]=3[N:14]([CH2:25][C:26]3[CH:33]=[CH:32][CH:31]=[C:28]([CH3:29])[CH:27]=3)[N:13]=2)=[CH:23][CH:22]=1. Product: CN1CCC(Oc2ccccc2CN)CC1. As a reaction SMILES: [CH3:17][c:18]1[cH:19][cH:20][c:21]([O:22][c:23]2[cH:24][c:25]([C:29]#[N:30])[cH:26][cH:27][cH:28]2)[n:31][cH:32]1.[CH3:1][N:2]1[CH2:3][CH2:4][CH:5]([O:8][c:9]2[c:10]([C:11]#[N:12])[cH:13][cH:14][cH:15][cH:16]2)[CH2:6][CH2:7]1>>[CH3:1][N:2]1[CH2:3][CH2:4][CH:5]([O:8][c:9]2[c:10]([CH2:11][NH2:12])[cH:13][cH:14][cH:15][cH:16]2)[CH2:6][CH2:7]1. Starting materials: Cc1ccc(Oc2cccc(C#N)c2)nc1, CN1CCC(Oc2ccccc2C#N)CC1. Starting materials: CN(C)CCN, CO, Cc1ccc(S(=O)(=O)OCC2CCC(c3nc(-c4ccc(Oc5ccccc5)cc4)c4c(N)ncnn34)CC2)cc1. The product is CN(C)CCNCC1CCC(c2nc(-c3ccc(Oc4ccccc4)cc3)c3c(N)ncnn23)CC1. RXN SMILES: [CH3:42][N:43]([CH2:44][CH2:45][NH2:46])[CH3:47].[CH3:48][OH:49].[NH2:1][c:2]1[n:3][cH:4][n:5][n:6]2[c:7]1[c:8](-[c:29]1[cH:30][cH:31][c:32]([O:35][c:36]3[cH:37][cH:38][cH:39][cH:40][cH:41]3)[cH:33][cH:34]1)[n:9][c:10]2[CH:11]1[CH2:12][CH2:13][CH:14]([CH2:17][O:18][S:19]([c:20]2[cH:21][cH:22][c:23]([CH3:24])[cH:25][cH:26]2)(=[O:27])=[O:28])[CH2:15][CH2:16]1>>[NH2:1][c:2]1[n:3][cH:4][n:5][n:6]2[c:7]1[c:8](-[c:29]1[cH:30][cH:31][c:32]([O:35][c:36]3[cH:37][cH:38][cH:39][cH:40][cH:41]3)[cH:33][cH:34]1)[n:9][c:10]2[CH:11]1[CH2:12][CH2:13][CH:14]([CH2:17][NH:46][CH2:45][CH2:44][N:43]([CH3:42])[CH3:47])[CH2:15][CH2:16]1. Starting materials: OC(C)(C)C=1N=C(NC1C(=O)OCC)CCC (Ethyl 4-(1-hydroxy-1-methylethyl)-2-propyl-1H-imidazole-5-carboxylate), [Cl-].[Na+] (sodium chloride), [O-]CC.[Na+] (sodium ethoxide), BrCC1=CC=C(C=C1)C=1C(=CC=CC1)C#N (4′-(bromomethyl)biphenyl-2-carbonitrile). The solvent is C1(=CC=CC=C1)C (toluene), CN(C(C)=O)C (N,N-dimethylacetamide). Run at time 1 hour. Yields the product C(#N)C1=C(C=CC=C1)C1=CC=C(C=C1)CN1C(=NC(=C1C(=O)OCC)C(C)(C)O)CCC (Ethyl 1-(2′-cyanobiphenyl-4-yl)methyl-4-(1-hydroxy-1-methylethyl)-2-propyl-1H-imidazole-5-carboxylate). Yield: 90.2%. RXN SMILES: [OH:1][C:2]([C:5]1[N:6]=[C:7]([CH2:15][CH2:16][CH3:17])[NH:8][C:9]=1[C:10]([O:12][CH2:13][CH3:14])=[O:11])([CH3:4])[CH3:3].[O-]CC.[Na+].Br[CH2:23][C:24]1[CH:29]=[CH:28][C:27]([C:30]2[C:31]([C:36]#[N:37])=[CH:32][CH:33]=[CH:34][CH:35]=2)=[CH:26][CH:25]=1.[Cl-].[Na+]>C1(C)C=CC=CC=1.CN(C)C(=O)C>[C:36]([C:31]1[CH:32]=[CH:33][CH:34]=[CH:35][C:30]=1[C:27]1[CH:26]=[CH:25][C:24]([CH2:23][N:8]2[C:9]([C:10]([O:12][CH2:13][CH3:14])=[O:11])=[C:5]([C:2]([OH:1])([CH3:4])[CH3:3])[N:6]=[C:7]2[CH2:15][CH2:16][CH3:17])=[CH:29][CH:28]=1)#[N:37] |f:1.2,4.5|. Procedure details: Ethyl 4-(1-hydroxy-1-methylethyl)-2-propyl-1H-imidazole-5-carboxylate (8.09 g) obtained in Example 6 was dissolved in a mixture of toluene (28.3 ml) and N,N-dimethylacetamide (18 ml) under a nitrogen atmosphere, and to the reaction solution, sodium ethoxide (2.43 g) was added. After the reaction solution was stirred at room temperature for 1 hour, 4′-(bromomethyl)biphenyl-2-carbonitrile (9.70 g) was added, and the reaction solution was stirred at 40° C. for 4 hours. After the reaction solution w... Reactants: [N+](=O)([O-])C=1C=NN(C1)CCC(=O)O (3-(4-nitro-1H-pyrazol-1-yl)propanoic acid), C(C)(C)N(CC)C(C)C (diisopropylethylamine), N1CCCCC1 (piperidine), ON1N=NC2=C1C=CC=C2 (1-hydroxybenzotriazole), CN(CCCN=C=NCC)C (N-(3-Dimethylaminopropyl)-N′-ethylcarbodiimide), C([O-])(O)=O.[Na+] (sodium bicarbonate). The solvent is CN(C)C=O (DMF). Conditions: time 17 hour. The product is [N+](=O)([O-])C=1C=NN(C1)CCC(=O)N1CCCCC1 (3-(4-nitro-1H-pyrazol-1-yl)-1-(piperidin-1-yl)propan-1-one). RXN SMILES: [N+:1]([C:4]1[CH:5]=[N:6][N:7]([CH2:9][CH2:10][C:11]([OH:13])=O)[CH:8]=1)([O-:3])=[O:2].C(N(C(C)C)CC)(C)C.[NH:23]1[CH2:28][CH2:27][CH2:26][CH2:25][CH2:24]1.ON1C2C=CC=CC=2N=N1.CN(C)CCCN=C=NCC.C(=O)(O)[O-].[Na+]>CN(C=O)C>[N+:1]([C:4]1[CH:5]=[N:6][N:7]([CH2:9][CH2:10][C:11]([N:23]2[CH2:28][CH2:27][CH2:26][CH2:25][CH2:24]2)=[O:13])[CH:8]=1)([O-:3])=[O:2] |f:5.6|. Procedure: To a solution of 3-(4-nitro-1H-pyrazol-1-yl)propanoic acid (4.4 mmol) in 5 mL DMF were added diisopropylethylamine (1.2 mL, 1.5 eq), piperidine (0.66 mL, 1.5 eq), 1-hydroxybenzotriazole (0.90 g, 1.5 eq) and N-(3-Dimethylaminopropyl)-N′-ethylcarbodiimide (1.27 g, 1.5 eq). After stirring at rt for 17 h, saturated sodium bicarbonate was added and the aqueous phase extracted with DCM. The combined organic phases were dried over sodium sulfate and evaporated to afford 3-(4-nitro-1H-pyrazol-1-yl)-1-(p... The reactants are [BH4-], CCO, [Na+], CC(=O)C1c2ccc(O)cc2C2CCCCC2C1c1ccc(O)cc1. Yields the product CC(O)C1c2ccc(O)cc2C2CCCCC2C1c1ccc(O)cc1. RXN SMILES: [BH4-:26].[CH3:28][CH2:29][OH:30].[Na+:27].[OH:1][c:2]1[cH:3][c:4]2[c:13]([cH:14][cH:15]1)[CH:12]([C:16]([CH3:17])=[O:18])[CH:11]([c:19]1[cH:20][cH:21][c:22]([OH:25])[cH:23][cH:24]1)[CH:10]1[CH:5]2[CH2:6][CH2:7][CH2:8][CH2:9]1>>[OH:1][c:2]1[cH:3][c:4]2[c:13]([cH:14][cH:15]1)[CH:12]([CH:16]([CH3:17])[OH:18])[CH:11]([c:19]1[cH:20][cH:21][c:22]([OH:25])[cH:23][cH:24]1)[CH:10]1[CH:5]2[CH2:6][CH2:7][CH2:8][CH2:9]1. Conditions: time 2 hour. Starting materials: NC1=C2NC(N(C2=NC(=N1)OCCCC)CCCN(C(CC(=O)OC(C)(C)C)=O)CC1=CC(=CC=C1)CC(=O)OC)=O (tert-Butyl 3-{[3-(6-amino-2-butoxy-8-oxo-7,8-dihydro-9H-purin-9-yl)propyl][3-(2-methoxy-2-oxoethyl)benzyl]amino}-3-oxopropanoate), C(=O)(C(F)(F)F)O (TFA). Product: COC(CC1=CC(=CC=C1)CN(CCCN1C2=NC(=NC(=C2NC1=O)N)OCCCC)C(C)=O)=O (Methyl[3-({acetyl[3-(6-amino-2-butoxy-8-oxo-7,8-dihydro-9H-purin-9-yl)propyl]amino}methyl)phenyl]acetate). RXN SMILES: [NH2:1][C:2]1[N:10]=[C:9]([O:11][CH2:12][CH2:13][CH2:14][CH3:15])[N:8]=[C:7]2[C:3]=1[NH:4][C:5](=[O:42])[N:6]2[CH2:16][CH2:17][CH2:18][N:19]([CH2:30][C:31]1[CH:36]=[CH:35][CH:34]=[C:33]([CH2:37][C:38]([O:40][CH3:41])=[O:39])[CH:32]=1)[C:20](=[O:29])[CH2:21]C(OC(C)(C)C)=O.C(O)(C(F)(F)F)=O>C(Cl)Cl>[CH3:41][O:40][C:38](=[O:39])[CH2:37][C:33]1[CH:34]=[CH:35][CH:36]=[C:31]([CH2:30][N:19]([C:20](=[O:29])[CH3:21])[CH2:18][CH2:17][CH2:16][N:6]2[C:5](=[O:42])[NH:4][C:3]3[C:7]2=[N:8][C:9]([O:11][CH2:12][CH2:13][CH2:14][CH3:15])=[N:10][C:2]=3[NH2:1])[CH:32]=1. Reported procedure: The product from example 20 step (i) (100 mg) was dissolved in DCM (1 ml) and TFA (0.2 ml) added. The mixture was stirred at rt for 2 h. The solution was washed with saturated aqueous NaHCO3 and dried. The mixture was purified by RPHPLC, which afforded the title compound. Yield 30 mg Solvent: C(Cl)Cl (DCM).